The task is: describe an organic reaction: reactants, conditions, products, and yield. This data is from the Open Reaction Database (ORD), a public repository of structured organic reaction records. Starting materials: O=C(CBr)c1ccc([N+](=O)[O-])cc1, [C-]#N, CCO, Cl, [Na+], O. Yields the product N#CCC(=O)c1ccc([N+](=O)[O-])cc1. As a reaction SMILES: [Br:1][CH2:2][C:3](=[O:4])[c:5]1[cH:6][cH:7][c:8]([N+:11](=[O:12])[O-:13])[cH:9][cH:10]1.[C-:14]#[N:15].[CH3:18][CH2:19][OH:20].[ClH:17].[Na+:16].[OH2:21]>>[CH2:2]([C:3](=[O:4])[c:5]1[cH:6][cH:7][c:8]([N+:11](=[O:12])[O-:13])[cH:9][cH:10]1)[C:14]#[N:15]. Starting materials: BrB(Br)Br, CCOc1ccccc1-c1ccc(C(=O)N2Cc3ccc(C(=O)NCc4cccnc4)n3Cc3ccccc32)cc1, ClCCl. The product is O=C(NCc1cccnc1)c1ccc2n1Cc1ccccc1N(C(=O)c1ccc(-c3ccccc3O)cc1)C2. Reaction SMILES: [B:42]([Br:43])([Br:44])[Br:45].[CH2:1]([CH3:2])[O:3][c:4]1[c:5](-[c:10]2[cH:11][cH:12][c:13]([C:16](=[O:17])[N:18]3[CH2:19][c:20]4[n:21]([c:29]([C:32](=[O:33])[NH:34][CH2:35][c:36]5[cH:37][n:38][cH:39][cH:40][cH:41]5)[cH:30][cH:31]4)[CH2:22][c:23]4[c:24]3[cH:25][cH:26][cH:27][cH:28]4)[cH:14][cH:15]2)[cH:6][cH:7][cH:8][cH:9]1.[Cl:46][CH2:47][Cl:48]>>[OH:3][c:4]1[c:5](-[c:10]2[cH:11][cH:12][c:13]([C:16](=[O:17])[N:18]3[CH2:19][c:20]4[n:21]([c:29]([C:32](=[O:33])[NH:34][CH2:35][c:36]5[cH:37][n:38][cH:39][cH:40][cH:41]5)[cH:30][cH:31]4)[CH2:22][c:23]4[c:24]3[cH:25][cH:26][cH:27][cH:28]4)[cH:14][cH:15]2)[cH:6][cH:7][cH:8][cH:9]1.